From a dataset of the Open Reaction Database (ORD), a public repository of structured organic reaction records. describe an organic reaction: reactants, conditions, products, and yield Reactants: C(C)(C)(C)C1=C(C(=C(N1CCC1=CC=C(C=C1)F)C)C(=O)OCC)C=O (ethyl 5-tert-butyl-1-[2-(4-fluorophenyl)ethyl]-4-formyl-2-methyl-1H-pyrrole-3-carboxylate), [BH4-].[Na+] (sodium borohydride). The solvent is C(C)O (ethanol). Reaction conditions: time 2 hour. The product is C(C)(C)(C)C1=C(C(=C(N1CCC1=CC=C(C=C1)F)C)C(=O)OCC)CO (ethyl 5-tert-butyl-1-[2-(4-fluorophenyl)ethyl]-4-(hydroxymethyl)-2-methyl-1H-pyrrole-3-carboxylate). Reaction SMILES: [C:1]([C:5]1[N:9]([CH2:10][CH2:11][C:12]2[CH:17]=[CH:16][C:15]([F:18])=[CH:14][CH:13]=2)[C:8]([CH3:19])=[C:7]([C:20]([O:22][CH2:23][CH3:24])=[O:21])[C:6]=1[CH:25]=[O:26])([CH3:4])([CH3:3])[CH3:2].[BH4-].[Na+]>C(O)C>[C:1]([C:5]1[N:9]([CH2:10][CH2:11][C:12]2[CH:17]=[CH:16][C:15]([F:18])=[CH:14][CH:13]=2)[C:8]([CH3:19])=[C:7]([C:20]([O:22][CH2:23][CH3:24])=[O:21])[C:6]=1[CH2:25][OH:26])([CH3:3])([CH3:2])[CH3:4] |f:1.2|. Procedure details: A 750 mg portion of ethyl 5-tert-butyl-1-[2-(4-fluorophenyl)ethyl]-4-formyl-2-methyl-1H-pyrrole-3-carboxylate was suspended in 15 ml of ethanol, and 158 mg of sodium borohydride was added at 0° C., followed by stirring at room temperature for 2 hours. The solvent was evaporated under a reduced pressure, chloroform and water were added, and the organic layer was washed with saturated brine and then dried over anhydrous sodium sulfate. By evaporating the solvent under a reduced pressure, 754 mg of... The reactants are [BH4-], COC(=O)C1CCSc2ccc(Br)cc2C1=O, C1CCOC1, CO, [Na+], O. The product is COC(=O)C1=Cc2cc(Br)ccc2SCC1. As a reaction SMILES: [BH4-:18].[Br:1][c:2]1[cH:3][cH:4][c:5]2[c:6]([cH:17]1)[C:7](=[O:16])[CH:8]([C:12](=[O:13])[O:14][CH3:15])[CH2:9][CH2:10][S:11]2.[CH2:21]1[O:22][CH2:23][CH2:24][CH2:25]1.[CH3:26][OH:27].[Na+:19].[OH2:20]>>[Br:1][c:2]1[cH:3][cH:4][c:5]2[c:6]([cH:17]1)[CH:7]=[C:8]([C:12](=[O:13])[O:14][CH3:15])[CH2:9][CH2:10][S:11]2.